The task is: describe an organic reaction: reactants, conditions, products, and yield. This data is from the Open Reaction Database (ORD), a public repository of structured organic reaction records. Starting materials: OC[C@H]1[C@H](C1)C1CCN(CC1)C(=O)OC(C)(C)C (tert-butyl 4-[(1R,2R)-2-(hydroxymethyl)cyclopropyl]piperidine-1-carboxylate), OC[C@H]1[C@H](C1)C1CCN(CC1)C(=O)OC(C)(C)C (tert-butyl 4-[(1R,2R)-2-(hydroxymethyl)cyclopropyl]piperidine-1-carboxylate), FC(C(=O)O)(F)F (trifluoroacetic acid), C([O-])([O-])=O.[Cs+].[Cs+] (cesium carbonate), ClC1=NC=C(C=N1)CC (2-chloro-5-ethylpyrimidine). Run in ClCCl (dichloromethane). Run at temperature 0 celsius, time 1 hour. The product is C(C)C=1C=NC(=NC1)N1CCC(CC1)[C@@H]1[C@@H](C1)CO ({(1R,2R)-2-[1-(5-ethylpyrimidin-2-yl)piperidin-4-yl]cyclopropyl}methanol). As a reaction SMILES: [OH:1][CH2:2][C@@H:3]1[CH2:5][C@@H:4]1[CH:6]1[CH2:11][CH2:10][N:9]([C:12](OC(C)(C)C)=O)[CH2:8][CH2:7]1.FC(F)(F)C(O)=O.C(=O)([O-])[O-].[Cs+].[Cs+].ClC1[N:38]=[CH:37][C:36]([CH2:39][CH3:40])=[CH:35][N:34]=1>ClCCl>[CH2:39]([C:36]1[CH:35]=[N:34][C:12]([N:9]2[CH2:8][CH2:7][CH:6]([C@H:4]3[CH2:5][C@H:3]3[CH2:2][OH:1])[CH2:11][CH2:10]2)=[N:38][CH:37]=1)[CH3:40] |f:2.3.4|. Reported procedure: To a cold (0° C.), stirred solution tert-butyl 4-[(1R,2R)-2-(hydroxymethyl)cyclopropyl]piperidine-1-carboxylate (intermediate 4, 5.0 g, 19.58 mmol) in dichloromethane (100 mL) was added trifluoroacetic acid (100 mL) slowly over 10 minutes. After being stirred at 0° C. for 1 h, the mixture was concentrated under vacuum. Residual TFA was further removed by stripping twice from dichloromethane followed by drying in vacuum. The resulting residue was dissolved in DMF (40 ml) followed by the addition ... The reactants are FC1=C2C(=CNC2=CC=C1)CNC (4-fluoro-3-(methylaminomethyl)-1H-indole), Cl.O=C1CCC=2C=C(C=NC2N1)/C=C/C(=O)O ((E)-3-(7-oxo-5,6,7,8-tetrahydro-1,8-naphthyridin-3-yl)acrylic acid hydrochloride salt), CNCC1=C2N(C=3C=CC=CC13)CCC2 (2,3-dihydro-8-(methylaminomethyl)-1H-3a-azacyclopenta[a]indene), NC1=CC=C(C=N1)/C=C/C(=O)O ((E)-3-(6-amino-pyridin-3-yl)acrylic acid). Yields the product NC1=CC=C(C=N1)/C=C/C(=O)N(C)CC1=CNC2=CC=CC(=C12)F ((E)-3-(6-aminopyridin-3-yl)-N-(4-fluoro-1H-indol-3-ylmethyl)-N-methylacrylamide). Isolated yield 35.4%. Reaction SMILES: [F:1][C:2]1[CH:10]=[CH:9][CH:8]=[C:7]2[C:3]=1[C:4]([CH2:11][NH:12][CH3:13])=[CH:5][NH:6]2.CNCC1C2C=CC=CC=2N2CCCC=12.[NH2:29][C:30]1[N:35]=[CH:34][C:33](/[CH:36]=[CH:37]/[C:38]([OH:40])=O)=[CH:32][CH:31]=1.Cl.O=C1NC2N=CC(/C=C/C(O)=O)=CC=2CC1>>[NH2:29][C:30]1[N:35]=[CH:34][C:33](/[CH:36]=[CH:37]/[C:38]([N:12]([CH2:11][C:4]2[C:3]3[C:7](=[CH:8][CH:9]=[CH:10][C:2]=3[F:1])[NH:6][CH:5]=2)[CH3:13])=[O:40])=[CH:32][CH:31]=1 |f:3.4|. Reported procedure: According to the procedure of Example 24, except substituting 4-fluoro-3-(methylaminomethyl)-1H-indole (0.31 g, 1.74 mmole) for the 2,3-dihydro-8-(methylaminomethyl)-1H-3a-azacyclopenta[a]indene, and substituting (E)-3-(6-amino-pyridin-3-yl)acrylic acid (0.285 g, 1.74 mmole) for the (E)-3-(7-oxo-5,6,7,8-tetrahydro-1,8-naphthyridin-3-yl)acrylic acid hydrochloride salt, the title compound (0.2 g, 36%) was prepared as a white powder: MS (ES) m/e 325 (M+H)+. Starting materials: CC(C)[Mg+], [Cl-], ClCCl, O=C1C(=O)N(C(c2ccccc2)c2ccccc2)c2c(F)cccc21, Oc1ccc2c(c1)OCCO2, C1CCOC1. Yields the product O=C1N(C(c2ccccc2)c2ccccc2)c2c(F)cccc2C1(O)c1cc2c(cc1O)OCCO2. As a reaction SMILES: [CH:13]([Mg+:14])([CH3:15])[CH3:16].[Cl-:12].[Cl:42][CH2:43][Cl:44].[F:17][c:18]1[cH:19][cH:20][cH:21][c:22]2[c:26]1[N:25]([CH:27]([c:28]1[cH:29][cH:30][cH:31][cH:32][cH:33]1)[c:34]1[cH:35][cH:36][cH:37][cH:38][cH:39]1)[C:24](=[O:40])[C:23]2=[O:41].[O:1]1[CH2:2][CH2:3][O:4][c:5]2[c:6]1[cH:7][cH:8][c:9]([OH:11])[cH:10]2.[O:45]1[CH2:46][CH2:47][CH2:48][CH2:49]1>>[O:1]1[CH2:2][CH2:3][O:4][c:5]2[c:6]1[cH:7][c:8]([C:23]1([OH:41])[c:22]3[cH:21][cH:20][cH:19][c:18]([F:17])[c:26]3[N:25]([CH:27]([c:28]3[cH:29][cH:30][cH:31][cH:32][cH:33]3)[c:34]3[cH:35][cH:36][cH:37][cH:38][cH:39]3)[C:24]1=[O:40])[c:9]([OH:11])[cH:10]2. Starting materials: Cc1ccccc1, CC(CSC(=O)c1ccccc1)C(=O)N1C(=O)N(C)CC1C(=O)OC(C)(C)C, O=C(O)C(F)(F)F. Yields the product CC(CSC(=O)c1ccccc1)C(=O)N1C(=O)N(C)CC1C(=O)O. RXN SMILES: [CH3:36][c:37]1[cH:38][cH:39][cH:40][cH:41][cH:42]1.[CH3:8][N:9]1[C:10](=[O:35])[N:11]([C:21]([CH:22]([CH2:23][S:24][C:25]([c:26]2[cH:27][cH:28][cH:29][cH:30][cH:31]2)=[O:32])[CH3:33])=[O:34])[CH:12]([C:14](=[O:15])[O:16][C:17]([CH3:18])([CH3:19])[CH3:20])[CH2:13]1.[OH:1][C:2]([C:3]([F:4])([F:5])[F:6])=[O:7]>>[CH3:8][N:9]1[C:10](=[O:35])[N:11]([C:21]([CH:22]([CH2:23][S:24][C:25]([c:26]2[cH:27][cH:28][cH:29][cH:30][cH:31]2)=[O:32])[CH3:33])=[O:34])[CH:12]([C:14](=[O:15])[OH:16])[CH2:13]1.